Dataset: the Open Reaction Database (ORD), a public repository of structured organic reaction records. Task: describe an organic reaction: reactants, conditions, products, and yield The reactants are Cl.C(#C)C1NCCCC1 (2-ethynylpiperidine hydrochloride), [OH-].[Na+] (NaOH), CC=1C=CC(=C(C(=O)Cl)C1)N1N=CC=N1 (5-methyl-2-(2H-1,2,3-triazol-2-yl)benzoyl chloride). The solvent is CCOC(=O)C (EtOAc), C1(=CC=CC=C1)C (toluene), C1(=CC=CC=C1)C (toluene). Reaction conditions: temperature 0 celsius, time 20 minute. Product: C(#C)C1N(CCCC1)C(=O)C1=C(C=CC(=C1)C)N1N=CC=N1 ((2-ethynylpiperidin-1-yl)[5-methyl-2-(2H-1,2,3-triazol-2-yl)phenyl]methanone). As a reaction SMILES: Cl.[C:2]([CH:4]1[CH2:9][CH2:8][CH2:7][CH2:6][NH:5]1)#[CH:3].[OH-].[Na+].[CH3:12][C:13]1[CH:14]=[CH:15][C:16]([N:22]2[N:26]=[CH:25][CH:24]=[N:23]2)=[C:17]([CH:21]=1)[C:18](Cl)=[O:19]>C1(C)C=CC=CC=1.CCOC(C)=O>[C:2]([CH:4]1[CH2:9][CH2:8][CH2:7][CH2:6][N:5]1[C:18]([C:17]1[CH:21]=[C:13]([CH3:12])[CH:14]=[CH:15][C:16]=1[N:22]1[N:26]=[CH:25][CH:24]=[N:23]1)=[O:19])#[CH:3] |f:0.1,2.3|. Reported procedure: To a rapidly-stirred mixture of 2-ethynylpiperidine hydrochloride (329 mg, 2.26 mmol), toluene (5 mL), and 1N NaOH (4.7 mL), cooled at 0° C., was added a solution of 5-methyl-2-(2H-1,2,3-triazol-2-yl)benzoyl chloride (500 mg, 2.26 mmol) in toluene (8 mL) dropwise over 20 mins. The mixture was stirred at 0° C. for 20 mins, then allowed to warm to ambient temperature. After 1 h, the solution was diluted with EtOAc and the layers separated. Brine was added to the aqueous layer and it was extracted ... Yields the product CNC(=O)C=1N=CC=2C(N(CCC2C1O)CC1=C(C=C(C=C1)OC)OC)=O (7-(2,4-Dimethoxy-benzyl)-4-hydroxy-8-oxo-5,6,7,8-tetrahydro-[2,7]naphthyridine-3-carboxylic acid methylamide). RXN SMILES: C[O:2][C:3]([C:5]1[N:6]=[CH:7][C:8]2[C:9](=[O:27])[N:10]([CH2:16][C:17]3[CH:22]=[CH:21][C:20]([O:23][CH3:24])=[CH:19][C:18]=3[O:25][CH3:26])[CH2:11][CH2:12][C:13]=2[C:14]=1[OH:15])=O.[CH3:28][NH2:29]>CCO>[CH3:28][NH:29][C:3]([C:5]1[N:6]=[CH:7][C:8]2[C:9](=[O:27])[N:10]([CH2:16][C:17]3[CH:22]=[CH:21][C:20]([O:23][CH3:24])=[CH:19][C:18]=3[O:25][CH3:26])[CH2:11][CH2:12][C:13]=2[C:14]=1[OH:15])=[O:2]. Run in CCO (EtOH). The reactants are COC(=O)C=1N=CC=2C(N(CCC2C1O)CC1=C(C=C(C=C1)OC)OC)=O (7-(2,4-dimethoxy-benzyl)-4-hydroxy-8-oxo-5,6,7,8-tetrahydro-[2,7]naphthyridine-3-carboxylic acid methyl ester), CN (methylamine). Reaction conditions: temperature 80 celsius. Procedure details: A mixture of 7-(2,4-dimethoxy-benzyl)-4-hydroxy-8-oxo-5,6,7,8-tetrahydro-[2,7]naphthyridine-3-carboxylic acid methyl ester (15 mg, 0.040 mmol) and methylamine (0.8 mL, 2M in THF) in EtOH (2 mL) was heated at 80° C. in a sealed tube for 4 h. After the mixture was cooled to r.t., solvent was evaporated in vacuo. The residue was purified by silica gel chromatography (5-80% EtOAc/hexanes+2% AcOH) to give 12 mg of the title compound as a light yellow solid. MS: (+) m/z 372.27 (M+1). Reactants: [BH3-]C#N, CCOC(=O)C1CCCC1=O, CC(=O)O, CCO, NC1CCCC1, [Na+]. The product is CCOC(=O)C1CCCC1NC1CCCC1. Reaction SMILES: [C:18]([BH3-:19])#[N:20].[CH2:1]([CH3:2])[O:3][C:4](=[O:5])[CH:6]1[C:7](=[O:11])[CH2:8][CH2:9][CH2:10]1.[CH3:22][C:23](=[O:24])[OH:25].[CH3:26][CH2:27][OH:28].[CH:12]1([NH2:17])[CH2:13][CH2:14][CH2:15][CH2:16]1.[Na+:21]>>[CH2:1]([CH3:2])[O:3][C:4](=[O:5])[CH:6]1[CH:7]([NH:17][CH:12]2[CH2:13][CH2:14][CH2:15][CH2:16]2)[CH2:8][CH2:9][CH2:10]1. Starting materials: CC(=O)N1C2CN3OC(O)(C(COC(N)=O)c4c(O)cc(C=O)cc43)C21, O=C([O-])[O-], CC(C)=O, CI, [K+], [K+]. Product: COc1cc(C=O)cc2c1C(COC(N)=O)C1(O)ON2CC2C1N2C(C)=O. As a reaction SMILES: [C:1]([NH2:2])([O:3][CH2:4][CH:5]1[c:6]2[c:7]([OH:25])[cH:8][c:9]([CH:23]=[O:24])[cH:10][c:11]2[N:12]2[CH2:13][CH:14]3[N:15]([C:20]([CH3:21])=[O:22])[CH:16]3[C:17]1([OH:19])[O:18]2)=[O:26].[C:27](=[O:28])([O-:29])[O-:30].[CH3:33][C:34](=[O:35])[CH3:36].[CH3:37][I:38].[K+:31].[K+:32]>>[C:1]([NH2:2])([O:3][CH2:4][CH:5]1[c:6]2[c:7]([O:25][CH3:27])[cH:8][c:9]([CH:23]=[O:24])[cH:10][c:11]2[N:12]2[CH2:13][CH:14]3[N:15]([C:20]([CH3:21])=[O:22])[CH:16]3[C:17]1([OH:19])[O:18]2)=[O:26].